Dataset: the Open Reaction Database (ORD), a public repository of structured organic reaction records. Task: describe an organic reaction: reactants, conditions, products, and yield The reactants are N#Cc1ccc(CN)cc1, C1N2CN3CN1CN(C2)C3, O, O=S(=O)(O)O. Product: N#Cc1ccc(C=O)cc1. RXN SMILES: [C:1](#[N:2])[c:3]1[cH:4][cH:5][c:6]([CH2:7][NH2:8])[cH:9][cH:10]1.[CH2:11]1[N:12]2[CH2:13][N:14]3[CH2:15][N:16]([CH2:17]2)[CH2:18][N:19]1[CH2:20]3.[OH2:26].[S:21]([OH:22])(=[O:23])(=[O:24])[OH:25]>>[C:1](#[N:2])[c:3]1[cH:4][cH:5][c:6]([CH:7]=[O:22])[cH:9][cH:10]1. Run in O (water), CN(C)C=O (DMF). Run at time 8 hour. Procedure: A mixture of 3-methyl-4-(4,4,4-trifluoro-1-((4-(methoxycarbonyl)phenyl)amino)butyl)benzoic acid (725.6 mg), 1-amino-3,3-dimethylbutan-2-ol (430 mg), 1-(3-dimethylaminopropyl)-3-ethylcarbodiimide hydrochloride (704 mg), 1-hydroxybenzotriazole monohydrate (562 mg), N,N-diisopropylethylamine (0.962 mL), 4-dimethylaminopyridine (22.42 mg) and DMF (4.5 mL) was stirred at room temperature overnight, and water was added. The mixture was extracted with ethyl acetate, and the extract was washed with wate... Reagents/catalysts: CN(C1=CC=NC=C1)C (4-dimethylaminopyridine). The reactants are CC=1C=C(C(=O)O)C=CC1C(CCC(F)(F)F)NC1=CC=C(C=C1)C(=O)OC (3-methyl-4-(4,4,4-trifluoro-1-((4-(methoxycarbonyl)phenyl)amino)butyl)benzoic acid), NCC(C(C)(C)C)O (1-amino-3,3-dimethylbutan-2-ol), Cl.CN(CCCN=C=NCC)C (1-(3-dimethylaminopropyl)-3-ethylcarbodiimide hydrochloride), O.ON1N=NC2=C1C=CC=C2 (1-hydroxybenzotriazole monohydrate), C(C)(C)N(C(C)C)CC (N,N-diisopropylethylamine). Yields the product FC(CCC(C1=C(C=C(C=C1)C(NCC(C(C)(C)C)O)=O)C)NC1=CC=C(C(=O)OC)C=C1)(F)F (methyl 4-((4,4,4-trifluoro-1-(4-((2-hydroxy-3,3-dimethylbutyl)carbamoyl)-2-methylphenyl)butyl)amino)benzoate). RXN SMILES: [CH3:1][C:2]1[CH:3]=[C:4]([CH:8]=[CH:9][C:10]=1[CH:11]([NH:18][C:19]1[CH:24]=[CH:23][C:22]([C:25]([O:27][CH3:28])=[O:26])=[CH:21][CH:20]=1)[CH2:12][CH2:13][C:14]([F:17])([F:16])[F:15])[C:5]([OH:7])=O.[NH2:29][CH2:30][CH:31]([OH:36])[C:32]([CH3:35])([CH3:34])[CH3:33].Cl.CN(C)CCCN=C=NCC.O.ON1C2C=CC=CC=2N=N1.C(N(CC)C(C)C)(C)C>CN(C)C1C=CN=CC=1.O.CN(C=O)C>[F:17][C:14]([F:15])([F:16])[CH2:13][CH2:12][CH:11]([NH:18][C:19]1[CH:20]=[CH:21][C:22]([C:25]([O:27][CH3:28])=[O:26])=[CH:23][CH:24]=1)[C:10]1[CH:9]=[CH:8][C:4]([C:5](=[O:7])[NH:29][CH2:30][CH:31]([OH:36])[C:32]([CH3:35])([CH3:34])[CH3:33])=[CH:3][C:2]=1[CH3:1] |f:2.3,4.5|. Starting materials: C12C(C3CC(CC(C1)C3)C2)NC(=O)C=2C=NN(C2Cl)C2=CC=CC=C2 (5-chloro-1-phenyl-1H-pyrazole-4-carboxylic acid adamantan-2-ylamide), C12C(C3CC(CC(C1)C3)C2)NC(=O)C=2C=NN(C2Cl)C2=CC=CC=C2 (5-chloro-1-phenyl-1H-pyrazole-4-carboxylic acid adamantan-2-ylamide), N1CCOCC1 (morpholine). Yields the product C12C(C3CC(CC(C1)C3)C2)NC(=O)C=2C=NN(C2N2CCOCC2)C2=CC=CC=C2 (5-Morpholin-4-y1-1-phenyl-1H-pyrazole-4-carboxylic acid adamantan-2-ylamide). RXN SMILES: [CH:1]12[CH2:10][CH:5]3[CH2:6][CH:7]([CH2:9][CH:3]([CH2:4]3)[CH:2]1[NH:11][C:12]([C:14]1[CH:15]=[N:16][N:17]([C:20]3[CH:25]=[CH:24][CH:23]=[CH:22][CH:21]=3)[C:18]=1Cl)=[O:13])[CH2:8]2.[NH:26]1[CH2:31][CH2:30][O:29][CH2:28][CH2:27]1>>[CH:1]12[CH2:10][CH:5]3[CH2:6][CH:7]([CH2:9][CH:3]([CH2:4]3)[CH:2]1[NH:11][C:12]([C:14]1[CH:15]=[N:16][N:17]([C:20]3[CH:25]=[CH:24][CH:23]=[CH:22][CH:21]=3)[C:18]=1[N:26]1[CH2:31][CH2:30][O:29][CH2:28][CH2:27]1)=[O:13])[CH2:8]2. Procedure details: 5-Morpholin-4-y1-1-phenyl-1H-pyrazole-4-carboxylic acid adamantan-2-ylamide was prepared using Procedure A from 5-chloro-1-phenyl-1H-pyrazole-4-carboxylic acid adamantan-2-ylamide (Intermediate 3) and morpholine. Mass spectrum (ES) MH+=407. The reactants are [Cl-], ClCCl, O=C(OC1CNN(C(=O)Cc2ccc(F)cc2)C1)N1CCOCC1, [Na+], O=C(Cl)c1ccnc(Oc2ccccc2)n1, [OH-]. The product is O=C(OC1CN(C(=O)Cc2ccc(F)cc2)N(C(=O)c2ccnc(Oc3ccccc3)n2)C1)N1CCOCC1. As a reaction SMILES: [Cl-:43].[Cl:44][CH2:45][Cl:46].[F:1][c:2]1[cH:3][cH:4][c:5]([CH2:8][C:9](=[O:10])[N:11]2[NH:12][CH2:13][CH:14]([O:16][C:17](=[O:18])[N:19]3[CH2:20][CH2:21][O:22][CH2:23][CH2:24]3)[CH2:15]2)[cH:6][cH:7]1.[Na+:42].[O:25]([c:26]1[cH:27][cH:28][cH:29][cH:30][cH:31]1)[c:32]1[n:33][cH:34][cH:35][c:36]([C:38](=[O:39])[Cl:40])[n:37]1.[OH-:41]>>[F:1][c:2]1[cH:3][cH:4][c:5]([CH2:8][C:9](=[O:10])[N:11]2[N:12]([C:38]([c:36]3[cH:35][cH:34][n:33][c:32]([O:25][c:26]4[cH:27][cH:28][cH:29][cH:30][cH:31]4)[n:37]3)=[O:39])[CH2:13][CH:14]([O:16][C:17](=[O:18])[N:19]3[CH2:20][CH2:21][O:22][CH2:23][CH2:24]3)[CH2:15]2)[cH:6][cH:7]1. Reactants: CC(CCCCCCCCC)NC(=O)[C@H]1[C@@H](C1)C1=CC=C(C=C1)[N+](=O)[O-] (trans-N-(1-methyldecyl)-2-(4-nitrophenyl)cyclopropanecarboxamide). Reagents/catalysts: [Fe] (iron). The solvent is C(C)(=O)O (acetic acid). Yields the product CC(CCCCCCCCC)NC(=O)[C@H]1[C@@H](C1)C1=CC=C(C=C1)N (trans-N-(1-Methyldecyl)-2-(4-aminophenyl)cyclopropanecarboxamide). As a reaction SMILES: [CH3:1][CH:2]([NH:12][C:13]([C@@H:15]1[CH2:17][C@H:16]1[C:18]1[CH:23]=[CH:22][C:21]([N+:24]([O-])=O)=[CH:20][CH:19]=1)=[O:14])[CH2:3][CH2:4][CH2:5][CH2:6][CH2:7][CH2:8][CH2:9][CH2:10][CH3:11]>C(O)(=O)C.[Fe]>[CH3:1][CH:2]([NH:12][C:13]([C@@H:15]1[CH2:17][C@H:16]1[C:18]1[CH:23]=[CH:22][C:21]([NH2:24])=[CH:20][CH:19]=1)=[O:14])[CH2:3][CH2:4][CH2:5][CH2:6][CH2:7][CH2:8][CH2:9][CH2:10][CH3:11]. Procedure details: The title compound was prepared in essentially quantitative yield by reducing trans-N-(1-methyldecyl)-2-(4-nitrophenyl)cyclopropanecarboxamide with iron powder in glacial acetic acid, in a manner analogous to Preparation 34. Starting materials: FC(C(=O)O)(F)F.C(#N)C1(CC1)NC(=O)[C@H]1NC[C@@H](C1)S(=O)(=O)C1=CC=CC=C1 ((2S,4R)-4-benzenesulfonyl-pyrrolidine-2-carboxylic acid (1-cyano-cyclopropyl)-amide trifluoro-acetate), C(C1=CC=CC=C1)(=O)O (benzoic acid), A1. The product is C(#N)C1(CC1)NC(=O)[C@H]1N(C[C@@H](C1)S(=O)(=O)C1=CC=CC=C1)C(C1=CC=CC=C1)=O ((2S,4R)-4-benzenesulfonyl-1-benzoyl-pyrrolidine-2-carboxylic acid (1-cyano-cyclopropyl)-amide). Reaction SMILES: FC(F)(F)C(O)=O.[C:8]([C:10]1([NH:13][C:14]([C@@H:16]2[CH2:20][C@@H:19]([S:21]([C:24]3[CH:29]=[CH:28][CH:27]=[CH:26][CH:25]=3)(=[O:23])=[O:22])[CH2:18][NH:17]2)=[O:15])[CH2:12][CH2:11]1)#[N:9].[C:30](O)(=[O:37])[C:31]1[CH:36]=[CH:35][CH:34]=[CH:33][CH:32]=1>>[C:8]([C:10]1([NH:13][C:14]([C@@H:16]2[CH2:20][C@@H:19]([S:21]([C:24]3[CH:25]=[CH:26][CH:27]=[CH:28][CH:29]=3)(=[O:23])=[O:22])[CH2:18][N:17]2[C:30](=[O:37])[C:31]2[CH:36]=[CH:35][CH:34]=[CH:33][CH:32]=2)=[O:15])[CH2:12][CH2:11]1)#[N:9] |f:0.1|. Procedure details: L22. (2S,4R)-4-benzenesulfonyl-pyrrolidine-2-carboxylic acid (1-cyano-cyclopropyl)-amide trifluoro-acetate from experiment K3 was coupled with benzoic acid in analogy to experiment A1 to give (2S,4R)-4-benzenesulfonyl-1-benzoyl-pyrrolidine-2-carboxylic acid (1-cyano-cyclopropyl)-amide as a pale yellow solid. MS: 424.2 [M+H]+.